This data is from the Open Reaction Database (ORD), a public repository of structured organic reaction records. The task is: describe an organic reaction: reactants, conditions, products, and yield Yield: 52.2%. Reaction SMILES: C([NH:9][C:10]1[O:11][C@H:12]([C:33]([F:36])([F:35])[F:34])[CH2:13][C@:14]([C:18]2[CH:19]=[C:20]([CH:29]=[CH:30][C:31]=2[F:32])[C:21]([NH:23][C@@H:24]([CH3:28])[CH2:25][O:26][CH3:27])=[O:22])([CH2:16][F:17])[N:15]=1)(=O)C1C=CC=CC=1.N12CCCN=C1CCCCC2>CO>[NH2:9][C:10]1[O:11][C@H:12]([C:33]([F:36])([F:35])[F:34])[CH2:13][C@:14]([C:18]2[CH:19]=[C:20]([CH:29]=[CH:30][C:31]=2[F:32])[C:21]([NH:23][C@@H:24]([CH3:28])[CH2:25][O:26][CH3:27])=[O:22])([CH2:16][F:17])[N:15]=1. The solvent is CO (MeOH). Run at temperature 65 celsius, time 15 hour. Product: NC=1O[C@@H](C[C@@](N1)(CF)C=1C=C(C(=O)N[C@H](COC)C)C=CC1F)C(F)(F)F (3-((4S,6S)-2-amino-4-(fluoromethyl)-6-(trifluoromethyl)-5,6-dihydro-4H-1,3-oxazin-4-yl)-4-fluoro-N-((S)-1-methoxypropan-2-yl)benzamide). The reactants are C(C1=CC=CC=C1)(=O)NC=1O[C@@H](C[C@@](N1)(CF)C=1C=C(C(=O)N[C@H](COC)C)C=CC1F)C(F)(F)F (3-((4S,6S)-2-benzamido-4-(fluoromethyl)-6-(trifluoromethyl)-5,6-dihydro-4H-1,3-oxazin-4-yl)-4-fluoro-N-((S)-1-methoxypropan-2-yl)benzamide), N12CCCCCC2=NCCC1 (1,8-diazabicyclo-[5.4.0]undec-7-ene). Reported procedure: To a solution of 3-((4S,6S)-2-benzamido-4-(fluoromethyl)-6-(trifluoromethyl)-5,6-dihydro-4H-1,3-oxazin-4-yl)-4-fluoro-N-((S)-1-methoxypropan-2-yl)benzamide (0.0591 g, 0.115 mmol) in MeOH (1.15 mL) was added 1,8-diazabicyclo-[5.4.0]undec-7-ene (0.021 ml, 0.138 mmol) and allowed to stir at 65° C. for 15 h. The reaction mixture was concentrated in vacuo. The crude product was adsorbed onto a plug of silica gel and chromatographed through a Biotage SNAP Ultra silica gel column (25 g), eluting with a... The reactants are C(c1c(ccc2c1cccn2)O)=O, CC1=CN=C(C=C1)N, [C-]#[N+]C1CCCCC1. Reagents/catalysts: O=C(O)C(F)(F)F (trifluoroacetic acid). Run in CC(C)O (isopropyl alcohol), CC(C)O (isopropylalcohol). Run at temperature 22 celsius, time 20 hour. Yields the product Cc1ccc2nc(c3c(ccc4c3cccn4)O)c(NC3CCCCC3)n2c1. The yield is 0.0%. RXN SMILES: CC1=CC=C(N)N=C1.[C-]#[N+]C1CCCCC1.OC1=CC=C2N=CC=CC2=C1C=O>>CC1=CN2C(C=C1)=NC(=C2NC1CCCCC1)C1=C(O)C=CC2=C1C=CC=N2. Reaction SMILES: [CH2:1]([N:8]([CH2:19][C:20]1[CH:34]=[CH:33][C:23]([O:24][C:25]2[CH:26]=[CH:27][C:28]([Br:32])=[C:29]([OH:31])[CH:30]=2)=[CH:22][CH:21]=1)[C:9]1[CH:14]=[CH:13][CH:12]=[C:11]([N+:15]([O-:17])=[O:16])[C:10]=1[CH3:18])[C:2]1[CH:7]=[CH:6][CH:5]=[CH:4][CH:3]=1.[C:35]([O:39][CH2:40]C)(=O)[CH2:36]O>>[CH2:1]([N:8]([CH2:19][C:20]1[CH:21]=[CH:22][C:23]([O:24][C:25]2[CH:26]=[CH:27][C:28]([Br:32])=[C:29]([O:31][CH2:36][CH2:35][O:39][CH3:40])[CH:30]=2)=[CH:33][CH:34]=1)[C:9]1[CH:14]=[CH:13][CH:12]=[C:11]([N+:15]([O-:17])=[O:16])[C:10]=1[CH3:18])[C:2]1[CH:3]=[CH:4][CH:5]=[CH:6][CH:7]=1. Yields the product C(C1=CC=CC=C1)N(C1=C(C(=CC=C1)[N+](=O)[O-])C)CC1=CC=C(C=C1)OC1=CC(=C(C=C1)Br)OCCOC (N-benzyl-N-{4-[4-bromo-3-(2-methoxyethoxy)phenoxy]benzyl}-N-(2-methyl-3-nitrophenyl)amine). Starting materials: C(C1=CC=CC=C1)N(C1=C(C(=CC=C1)[N+](=O)[O-])C)CC1=CC=C(OC=2C=CC(=C(C2)O)Br)C=C1 (5-(4-{[benzyl(2-methyl-3-nitrophenyl)amino]methyl}phenoxy)-2-bromophenol), C(CO)(=O)OCC (ethyl glycolate). Reported procedure: The product from example 63F was processed as described in Example 62A substituting 2-methoxyethanol for ethyl glycolate to provide the title compound. Starting materials: OC1=NC(=CC(=N1)C(=O)O)C(=O)O (2-Hydroxypyrimidine-4,6-dicarboxylic acid), C(C(=O)O)(=O)O (oxalic acid). The reagents and catalysts are [Zn] (Zinc). Run in C(C)(=O)O (acetic acid), C(C)(=O)O (acetic acid). Conditions: time 5 hour. Yields the product O=C1NC(C=C(N1)C(=O)O)C(=O)O (2-Oxo-1,2,3,6-tetrahydropyrimidine-4,6-dicarboxylic acid), crystals. Yield: 24.0%. RXN SMILES: [OH:1][C:2]1[N:7]=[C:6]([C:8]([OH:10])=[O:9])[CH:5]=[C:4]([C:11]([OH:13])=[O:12])[N:3]=1.C(O)(=O)C(O)=O>C(O)(=O)C.[Zn]>[O:1]=[C:2]1[NH:3][C:4]([C:11]([OH:13])=[O:12])=[CH:5][CH:6]([C:8]([OH:10])=[O:9])[NH:7]1. Procedure details: 2-Hydroxypyrimidine-4,6-dicarboxylic acid (239 mg. 1.30 mmol) was suspended in acetic acid (17M, 60 ml) at 70° with stirring. Zinc dust (600 mg. 9.17 mmol) was added portionwise over a period of 30 min and the mixture was stirred for 1 h at 70° then cooled to room temperature. A solution of oxalic acid (200 mg. 2.22 mmol) in acetic acid (10 ml) was added and the reaction mixture allowed to stand for 5 h. The mixture was filtered and the filtrate evaporated to dryness. The residue was dissolved i... As a reaction SMILES: [Al+3:21].[C:15](=[S:16])=[S:17].[Cl-:18].[Cl-:19].[Cl-:20].[N+:1](=[O:2])([O-:3])[c:4]1[c:5]([CH2:10][CH2:11][C:12](=[O:13])[Cl:14])[cH:6][cH:7][cH:8][cH:9]1.[OH2:22]>>[N+:1](=[O:2])([O-:3])[c:4]1[c:5]2[c:6]([cH:7][cH:8][cH:9]1)[C:12](=[O:13])[CH2:11][CH2:10]2. Product: O=C1CCc2c1cccc2[N+](=O)[O-]. Starting materials: [Al+3], S=C=S, [Cl-], [Cl-], [Cl-], O=C(Cl)CCc1ccccc1[N+](=O)[O-], O. Starting materials: FC1=C2C(=C(C(=NC2=CC(=C1)F)N1CCNCC1)C)NC=1C=NC=C(C1)N1CCOCC1 (5,7-difluoro-3-methyl-N-(5-morpholinopyridin-3-yl)-2-(piperazin-1-yl)quinolin-4-amine), N1=CN=C(C=C1)C(=O)O (pyrimidine-4-carboxylic acid). Yields the product FC1=C2C(=C(C(=NC2=CC(=C1)F)N1CCN(CC1)C(=O)C1=NC=NC=C1)C)NC=1C=NC=C(C1)N1CCOCC1 ((4-(5,7-difluoro-3-methyl-4-(5-morpholinopyridin-3-ylamino)quinolin-2-yl)piperazin-1-yl)(pyrimidin-4-yl)methanone). RXN SMILES: [F:1][C:2]1[CH:11]=[C:10]([F:12])[CH:9]=[C:8]2[C:3]=1[C:4]([NH:20][C:21]1[CH:22]=[N:23][CH:24]=[C:25]([N:27]3[CH2:32][CH2:31][O:30][CH2:29][CH2:28]3)[CH:26]=1)=[C:5]([CH3:19])[C:6]([N:13]1[CH2:18][CH2:17][NH:16][CH2:15][CH2:14]1)=[N:7]2.[N:33]1[CH:38]=[CH:37][C:36]([C:39](O)=[O:40])=[N:35][CH:34]=1>>[F:1][C:2]1[CH:11]=[C:10]([F:12])[CH:9]=[C:8]2[C:3]=1[C:4]([NH:20][C:21]1[CH:22]=[N:23][CH:24]=[C:25]([N:27]3[CH2:32][CH2:31][O:30][CH2:29][CH2:28]3)[CH:26]=1)=[C:5]([CH3:19])[C:6]([N:13]1[CH2:14][CH2:15][N:16]([C:39]([C:36]3[CH:37]=[CH:38][N:33]=[CH:34][N:35]=3)=[O:40])[CH2:17][CH2:18]1)=[N:7]2. Procedure: Prepared according to Procedure Q using 5,7-difluoro-3-methyl-N-(5-morpholinopyridin-3-yl)-2-(piperazin-1-yl)quinolin-4-amine (40.0 mg, 0.09 mmol) and pyrimidine-4-carboxylic acid to give (4-(5,7-difluoro-3-methyl-4-(5-morpholinopyridin-3-ylamino)quinolin-2-yl)piperazin-1-yl)(pyrimidin-4-yl)methanone. 1H NMR (DMSO-d6) δ ppm 2.10 (br s, 3H), 3.05 (t, J=4.4 Hz, 4H), 3.30-3.35 (m, 2H), 3.36-3.40 (m, 2H), 3.53-3.56 (m, 2H), 3.67-3.69 (m, 4H), 3.84-3.86 (m, 2H), 6.51 (s, 1H), 7.14-7.19 (m, 1H), 7.28-... Reactants: CCOC(=O)C (EtOAc), C(C)(=O)O[C@@H]1C=CO[C@@H]([C@H]1OC(C)=O)COC(C)=O (Tri-O-Acetyl-D-Glucal), C[O-].[Na+] (NaOMe), CCOC(=O)C (EtOAc), acetylated glucal. Run in CO (MeOH). Reaction conditions: time 20 minute. Yields the product O1C=C[C@@H](O)[C@H](O)[C@H]1CO (glucal). As a reaction SMILES: C([O:4][C@H:5]1[C@H:10]([O:11]C(=O)C)[C@@H:9]([CH2:15][O:16]C(=O)C)[O:8][CH:7]=[CH:6]1)(=O)C.C[O-].[Na+].CCOC(C)=O>CO>[O:8]1[C@H:9]([CH2:15][OH:16])[C@@H:10]([OH:11])[C@H:5]([OH:4])[CH:6]=[CH:7]1 |f:1.2|. Procedure: The Tri-O-Acetyl-D-Glucal [SM-A](100 g, 367 mmol) is dissolved in dry MeOH [1.5 L], and then NaOMe (110 mmol, 5.95 g) is added into reaction mixture. Within about 20 minutes, TLC (40% EtOAc/60% hexanes & 100% EtOAc) confirmed de-acetylated glucal. The reaction is quenched with 50WX4 cation exchange resin until pH is near 7.0 by pH strip paper. The mixture is filtered and evaporated to dryness under vacuum to yield syrupy glucal intermediate IntA1(59 g). Theoretical yield 100 g×(146/272) 53.7 g T...